Task: describe an organic reaction: reactants, conditions, products, and yield. Dataset: the Open Reaction Database (ORD), a public repository of structured organic reaction records Reactants: CN(C)\C=C\1/C(CCC2=C1SC=1N=CN=C(C12)OCCC1=CC=C(C=C1)[N+](=O)[O-])=O ((8E)-8-[(dimethylamino)methylene]-4-[2-(4-nitrophenyl)ethoxy]-5,8-dihydro[1]benzothieno[2,3-d]pyrimidin-7(6H)-one), C(C)(C)(C)OC(=O)NNCCO (2-tert-butyloxycarbonyl-2-hydroxyethylhydrazine). The product is [N+](=O)([O-])C1=CC=C(C=C1)CCOC1=C2C=3CCC4=C(C3SC2=NC=N1)C=NN4CCO (2-{6[2-(4-nitro-phenyl)-ethoxy]-4,5-dihydro-10-thia-2,3,7,9-tetraaza-cyclopenta[a]fluoren-3-yl}-ethanol), solid. The yield is 53.0%. As a reaction SMILES: CN(/C=[C:5]1\[C:6](=O)[CH2:7][CH2:8][C:9]2[C:17]3[C:16]([O:18][CH2:19][CH2:20][C:21]4[CH:26]=[CH:25][C:24]([N+:27]([O-:29])=[O:28])=[CH:23][CH:22]=4)=[N:15][CH:14]=[N:13][C:12]=3[S:11][C:10]\1=2)C.C(O[C:36]([NH:38][NH:39][CH2:40][CH2:41][OH:42])=O)(C)(C)C>>[N+:27]([C:24]1[CH:25]=[CH:26][C:21]([CH2:20][CH2:19][O:18][C:16]2[N:15]=[CH:14][N:13]=[C:12]3[C:17]=2[C:9]2[CH2:8][CH2:7][C:6]4[N:39]([CH2:40][CH2:41][OH:42])[N:38]=[CH:36][C:5]=4[C:10]=2[S:11]3)=[CH:22][CH:23]=1)([O-:29])=[O:28]. Reported procedure: This compound was prepared in a similar fashion as described in Example 80 starting from (8E)-8-[(dimethylamino)methylene]-4-[2-(4-nitrophenyl)ethoxy]-5,8-dihydro[1]benzothieno[2,3-d]pyrimidin-7(6H)-one (7.05 g, 16.61 mmol) and 2-tert-butyloxycarbonyl-2-hydroxyethylhydrazine (4.39 g, 24.91 mmol). The desired product was obtained as a yellow solid (3.82 g, 53%). 1H-NMR (DMSO-d6) δ 8.50 (s, 1H), 8.18 (m, 2H), 7.64 (m, 3H), 4.88 (m, 1H), 4.77 (t, 2H, J=6.1 Hz), 4.10 (t, 2H, J=5.5 Hz), 3.68 (m, 2H),... Starting materials: C(C=C)N1CC=2C=3C=C(C=NC3N(C2CC1)CC(O)C1=CC=NC=C1)C (2-(6-allyl-3-methyl-5,6,7,8-tetrahydro-1,6,9-triaza-fluoren-9-yl)-1-pyridin-4-yl-ethanol), CN1C(=O)N(C(=O)CC1=O)C (1,3 dimethyl barbituric acid). The reagents and catalysts are C=1C=CC(=CC1)[P](C=2C=CC=CC2)(C=3C=CC=CC3)[Pd]([P](C=4C=CC=CC4)(C=5C=CC=CC5)C=6C=CC=CC6)([P](C=7C=CC=CC7)(C=8C=CC=CC8)C=9C=CC=CC9)[P](C=1C=CC=CC1)(C=1C=CC=CC1)C=1C=CC=CC1 (Pd(PPh3)4). Run in C(Cl)Cl (DCM), C([O-])([O-])=O.[K+].[K+] (potassium carbonate). The product is CC=1C=NC=2N(C=3CCNCC3C2C1)CC(O)C1=CC=NC=C1 (2-(3-methyl-5,6,7,8-tetrahydro-1,6,9-triaza-fluoren-9-yl)-1-pyridin-4-yl-ethanol). Reaction SMILES: C([N:4]1[CH2:16][CH2:15][C:14]2[N:13]([CH2:17][CH:18]([C:20]3[CH:25]=[CH:24][N:23]=[CH:22][CH:21]=3)[OH:19])[C:12]3[N:11]=[CH:10][C:9]([CH3:26])=[CH:8][C:7]=3[C:6]=2[CH2:5]1)C=C.CN1C(=O)CC(=O)N(C)C1=O>C(Cl)Cl.C(=O)([O-])[O-].[K+].[K+].C1C=CC([P]([Pd]([P](C2C=CC=CC=2)(C2C=CC=CC=2)C2C=CC=CC=2)([P](C2C=CC=CC=2)(C2C=CC=CC=2)C2C=CC=CC=2)[P](C2C=CC=CC=2)(C2C=CC=CC=2)C2C=CC=CC=2)(C2C=CC=CC=2)C2C=CC=CC=2)=CC=1>[CH3:26][C:9]1[CH:10]=[N:11][C:12]2[N:13]([CH2:17][CH:18]([C:20]3[CH:21]=[CH:22][N:23]=[CH:24][CH:25]=3)[OH:19])[C:14]3[CH2:15][CH2:16][NH:4][CH2:5][C:6]=3[C:7]=2[CH:8]=1 |f:3.4.5,^1:50,52,71,90|. Procedure: To a degassed solution of 2-(6-allyl-3-methyl-5,6,7,8-tetrahydro-1,6,9-triaza-fluoren-9-yl)-1-pyridin-4-yl-ethanol (300 mg, 0.862 mmol) and 1,3 dimethyl barbituric acid (403 mg, 2.586 mmol) in DCM (7 mL) was added and Pd(PPh3)4 (20 mg, 0.0172 mmol) and the reaction mixture stirred at RT for 1 h. The progress of reaction was monitored by TLC and LCMS. The reaction mixture was diluted with 20% aq potassium carbonate solution and extracted with DCM (3×25 mL). The combined organic layer was washed w... Reactants: N(=O)[O-].[Na+] (sodium nitrite), Cl[Sn]Cl (SnCl2), NC1=CC2=CC=CC(=C2C=C1)OC (2-amino-5-methoxynaphthalene). Solvent: O (water), Cl (HCl), O (water), Cl (HCl). Run at temperature -6 celsius, time 45 minute. The product is COC1=C2C=CC(=CC2=CC=C1)NN ((5-methoxynaphthalen-2-yl)hydrazine). The yield is 93.0%. RXN SMILES: [NH2:1][C:2]1[CH:11]=[CH:10][C:9]2[C:4](=[CH:5][CH:6]=[CH:7][C:8]=2[O:12][CH3:13])[CH:3]=1.[N:14]([O-])=O.[Na+].Cl[Sn]Cl>O.Cl>[CH3:13][O:12][C:8]1[CH:7]=[CH:6][CH:5]=[C:4]2[C:9]=1[CH:10]=[CH:11][C:2]([NH:1][NH2:14])=[CH:3]2 |f:1.2|. Reported procedure: To a suspension of 2-amino-5-methoxynaphthalene (3.5 g, 20 mmol) in water (65 ml) and HCl conc. (25 ml) cooled down to −6° C., sodium nitrite (1.55 g, 22 mmol) in water (15 ml) was added dropwise. It was kept at stirring, approximately at the same temperature, during 45 minutes and subsequently a solution of SnCl2 (9.3 g, 40 mmol) in HCl conc. (10 ml) was added. Once the addition was performed, it was allowed that the temperature would slowly increase until achieving room temperature, and it was... Reactants: CC(C#N)c1cn(C(=O)OC(C)(C)C)c2ccccc12, ClCCl, O=C(O)C(F)(F)F. The product is CC(C#N)c1c[nH]c2ccccc12. RXN SMILES: [C:1]([O:2][C:3](=[O:4])[n:8]1[cH:9][c:10]([CH:17]([C:18]#[N:19])[CH3:20])[c:11]2[cH:12][cH:13][cH:14][cH:15][c:16]12)([CH3:5])([CH3:6])[CH3:7].[Cl:28][CH2:29][Cl:30].[F:21][C:22]([F:23])([F:24])[C:25]([OH:26])=[O:27]>>[nH:8]1[cH:9][c:10]([CH:17]([C:18]#[N:19])[CH3:20])[c:11]2[cH:12][cH:13][cH:14][cH:15][c:16]12. The reactants are O=C1CCC(=O)N1Br, O=C(OOC(=O)c1ccccc1)c1ccccc1, ClC(Cl)(Cl)Cl, CCOC(=O)C=C(C)Oc1cccc(C)c1C. The product is CCOC(=O)C=C(CBr)Oc1cccc(C)c1C. As a reaction SMILES: [Br:18][N:19]1[C:20](=[O:21])[CH2:22][CH2:23][C:24]1=[O:25].[C:26]([O:27][O:28][C:29](=[O:30])[c:31]1[cH:32][cH:33][cH:34][cH:35][cH:36]1)(=[O:37])[c:38]1[cH:39][cH:40][cH:41][cH:42][cH:43]1.[C:44]([Cl:45])([Cl:46])([Cl:47])[Cl:48].[CH2:1]([CH3:2])[O:3][C:4]([CH:5]=[C:6]([CH3:7])[O:8][c:9]1[c:10]([CH3:16])[c:11]([CH3:15])[cH:12][cH:13][cH:14]1)=[O:17]>>[CH2:1]([CH3:2])[O:3][C:4]([CH:5]=[C:6]([CH2:7][Br:18])[O:8][c:9]1[c:10]([CH3:16])[c:11]([CH3:15])[cH:12][cH:13][cH:14]1)=[O:17]. Reactants: diamine, NC1=C(C(N(C(N1C)=O)CCC)=O)N=O (6-amino-1-methyl-5-nitroso-3-propyl-2,4-(1H,3H)pyrimidinedione), ammonium sulfide, C(=O)C1=CC=C(C=CC(=O)O)C=C1 (4-formylcinnamic acid). Yields the product NC=1C(N(C(N(C1N)C)=O)CCC)=O (5,6-Diamino-1-methyl-3-propyl-2,4(1H,3H)pyrimidinedione), CN1C(N(C(C=2N=C(NC12)C1=CC=C(/C=C/C(=O)O)C=C1)=O)CCC)=O ((E)-4-(1,2,3,6-tetrahydro-3-methyl-2,6-dioxo-1-propyl-9H-purin-8-yl)cinnamic acid). Reaction SMILES: [NH2:1][C:2]1[N:7]([CH3:8])[C:6](=[O:9])[N:5]([CH2:10][CH2:11][CH3:12])[C:4](=[O:13])[C:3]=1[N:14]=O.[NH4+]=S.[CH:18]([C:20]1[CH:30]=[CH:29][C:23]([CH:24]=[CH:25][C:26]([OH:28])=[O:27])=[CH:22][CH:21]=1)=O>>[NH2:14][C:3]1[C:4](=[O:13])[N:5]([CH2:10][CH2:11][CH3:12])[C:6](=[O:9])[N:7]([CH3:8])[C:2]=1[NH2:1].[CH3:8][N:7]1[C:2]2[NH:1][C:18]([C:20]3[CH:30]=[CH:29][C:23](/[CH:24]=[CH:25]/[C:26]([OH:28])=[O:27])=[CH:22][CH:21]=3)=[N:14][C:3]=2[C:4](=[O:13])[N:5]([CH2:10][CH2:11][CH3:12])[C:6]1=[O:9]. Procedure details: 5,6-Diamino-1-methyl-3-propyl-2,4(1H,3H)pyrimidinedione was prepared freshly from 6-amino-1-methyl-5-nitroso-3-propyl-2,4-(1H,3H)pyrimidinedione by ammonium sulfide reduction using the method of V. Papesch, M. Grove, and E. F. Schroeder (U.S. Pat. No. 2,602,795). This diamine (2.00 g, 10.0 mmol) was condensed with 4-formylcinnamic acid (1.76 g, 10.0 mmol) by the procedure of Example 2 to give the title compound as an ivory powder, after crystallization from N,N-dimethylformamide-water; mp>300° C... The reactants are FC1=C(C=CC(=C1)NC(=O)NCCF)C=1N=C(C2=C(N1)CN(C2)C(=O)OCC)N2[C@H](COCC2)C ((S)-ethyl 2-(2-fluoro-4-(3-(2-fluoroethyl)ureido)phenyl)-4-(3-methylmorpholino)-5H-pyrrolo[3,4-d]pyrimidine-6(7H)-carboxylate), ClC=1N=C(C2=C(N1)CN(C2)C(C)C)N2CCOCC2 (4-(2-chloro-6-isopropyl-6,7-dihydro-5H-pyrrolo[3,4-d]pyrimidin-4-yl)morpholine), ClC=1N=C(C2=C(N1)CN(C2)C(C)C)N2CCOCC2 (4-(2-chloro-6-isopropyl-6,7-dihydro-5H-pyrrolo[3,4-d]pyrimidin-4-yl)morpholine). Product: FC=1C=C(C=CC1C=1N=C(C2=C(N1)CN(C2)C(C)C)N2CCOCC2)NC(=O)NCCF (1-(3-fluoro-4-(6-isopropyl-4-morpholino-6,7-dihyro-5H-pyrrolo[3,4-d]pyrimidin-2-yl)phenyl)-3-(2-fluoroethyl)urea). Reaction SMILES: [F:1][C:2]1[CH:7]=[C:6]([NH:8][C:9]([NH:11][CH2:12][CH2:13][F:14])=[O:10])[CH:5]=[CH:4][C:3]=1[C:15]1[N:16]=[C:17]([N:29]2[CH2:34][CH2:33][O:32][CH2:31][C@@H:30]2C)[C:18]2[CH2:23][N:22](C(OCC)=O)[CH2:21][C:19]=2[N:20]=1.ClC1N=[C:39](N2CCOCC2)[C:40]2CN(C(C)C)C[C:41]=2N=1>>[F:1][C:2]1[CH:7]=[C:6]([NH:8][C:9]([NH:11][CH2:12][CH2:13][F:14])=[O:10])[CH:5]=[CH:4][C:3]=1[C:15]1[N:16]=[C:17]([N:29]2[CH2:30][CH2:31][O:32][CH2:33][CH2:34]2)[C:18]2[CH2:23][N:22]([CH:40]([CH3:41])[CH3:39])[CH2:21][C:19]=2[N:20]=1. Procedure: Method as (S)-ethyl 2-(2-fluoro-4-(3-(2-fluoroethyl)ureido)phenyl)-4-(3-methylmorpholino)-5H-pyrrolo[3,4-d]pyrimidine-6(7H)-carboxylate (Example 168) using 4-(2-chloro-6-isopropyl-6,7-dihydro-5H-pyrrolo[3,4-d]pyrimidin-4-yl)morpholine (intermediate 34).